describe an organic reaction: reactants, conditions, products, and yield From a dataset of the Open Reaction Database (ORD), a public repository of structured organic reaction records. The reactants are COc1ccc(C=Cc2ccc([N+](=O)[O-])cc2)cc1, CCO, Cl, [Na+], [OH-], [Sn]. Yields the product COc1ccc(C=Cc2ccc(N)cc2)cc1. RXN SMILES: [CH3:1][O:2][c:3]1[cH:4][cH:5][c:6]([CH:9]=[CH:10][c:11]2[cH:12][cH:13][c:14]([N+:17]([O-:18])=[O:19])[cH:15][cH:16]2)[cH:7][cH:8]1.[CH3:23][CH2:24][OH:25].[ClH:26].[Na+:22].[OH-:21].[Sn:20]>>[CH3:1][O:2][c:3]1[cH:4][cH:5][c:6]([CH:9]=[CH:10][c:11]2[cH:12][cH:13][c:14]([NH2:17])[cH:15][cH:16]2)[cH:7][cH:8]1. Reactants: CCO, CC(C)(C)OC(=O)Nc1ccc([N+](=O)[O-])cn1. Product: CC(C)(C)OC(=O)Nc1ccc(N)cn1. Reaction SMILES: [CH3:18][CH2:19][OH:20].[N+:1]([O-:2])(=[O:3])[c:4]1[cH:5][cH:6][c:7]([NH:10][C:11]([O:12][C:13]([CH3:14])([CH3:15])[CH3:16])=[O:17])[n:8][cH:9]1>>[NH2:1][c:4]1[cH:5][cH:6][c:7]([NH:10][C:11]([O:12][C:13]([CH3:14])([CH3:15])[CH3:16])=[O:17])[n:8][cH:9]1.